From a dataset of the Open Reaction Database (ORD), a public repository of structured organic reaction records. describe an organic reaction: reactants, conditions, products, and yield The reactants are FCCBr, CC#N, [K+], [K+], O=[N+]([O-])c1cn[nH]c1, O=C([O-])[O-]. Product: O=[N+]([O-])c1cnn(CCF)c1. Reaction SMILES: [Br:1][CH2:2][CH2:3][F:4].[CH3:19][C:20]#[N:21].[K+:13].[K+:14].[N+:5](=[O:6])([O-:7])[c:8]1[cH:9][n:10][nH:11][cH:12]1.[O-:15][C:16]([O-:17])=[O:18]>>[CH2:2]([CH2:3][F:4])[n:10]1[cH:9][c:8]([N+:5](=[O:6])[O-:7])[cH:12][n:11]1. The reactants are COC=1C=C2C3=C(CN(C2=CC1)C)C1=CC(=CC=C1N3C)OC (2,8-dimethoxy-5,11-dimethyl-5,11-dihydro-6H-indolo[3,2-c]quinoline), CN1CC2=C(C3=CC(=CC=C13)O)N(C1=CC=C(C=C12)O)C (5,11-dimethyl-5,11-dihydro-6H-indolo[3,2-c]quinoline-2,8-diol). Product: COC=1C=C2C3=C(CN(C2=CC1)C)C1=CC(=CC=C1N3C)O (2-methoxy-5,11-dimethyl-5,11-dihydro-6H-indolo[3,2-c]quinolin-8-ol). As a reaction SMILES: [CH3:1][O:2][C:3]1[CH:4]=[C:5]2[C:10](=[CH:11][CH:12]=1)[N:9]([CH3:13])[CH2:8][C:7]1[C:14]3[C:19]([N:20]([CH3:21])[C:6]2=1)=[CH:18][CH:17]=[C:16]([O:22]C)[CH:15]=3.CN1C2C(=CC(O)=CC=2)C2N(C)C3C(C=2C1)=CC(O)=CC=3>>[CH3:1][O:2][C:3]1[CH:4]=[C:5]2[C:10](=[CH:11][CH:12]=1)[N:9]([CH3:13])[CH2:8][C:7]1[C:14]3[C:19]([N:20]([CH3:21])[C:6]2=1)=[CH:18][CH:17]=[C:16]([OH:22])[CH:15]=3. Procedure: Following the procedure in Example 58, using 2,8-dimethoxy-5,11-dimethyl-5,11-dihydro-6H-indolo[3,2-c]quinoline (150 mg) as the starting material, 5,11-dimethyl-5,11-dihydro-6H-indolo[3,2-c]quinoline-2,8-diol as was obtained a brown solid and 2-methoxy-5,11-dimethyl-5,11-dihydro-6H-indolo[3,2-c]quinolin-8-ol was obtained as a white solid.